describe an organic reaction: reactants, conditions, products, and yield From a dataset of the Open Reaction Database (ORD), a public repository of structured organic reaction records. The product is C1(=CC=CC=C1)C(CCNC(=O)C1=CC=C2CN(C3=C(CN21)C=CC=C3)C(=O)C3=CC(=C(C=C3)C3=C(C=CC=C3)C)OC)C3=CC=CC=C3 (N-(3,3-DIPHENYLPROPYL)-10-[(2-METHOXY-2′-METHYL-1,1′-BIPHENYL-4-YL)CARBONYL]-10,11-DIHYDRO-5H-PYRROLO[2,1-C][1,4]BENZODIAZEPINE-3-CARBOXAMIDE). The reactants are ClC(C(=O)C1=CC=C2CN(C3=C(CN21)C=CC=C3)C(=O)C3=CC(=C(C=C3)C3=C(C=CC=C3)C)OC)(Cl)Cl (2,2,2-Trichloro-1-{10-[(2-methoxy-2′-methyl-1,1′-biphenyl-4-yl)carbonyl]-10,11-dihydro-5H-pyrrolo[2,1-c][1,4]benzodiazepin-3-yl}ethanone), C1(=CC=CC=C1)C(CCN)C1=CC=CC=C1 (3,3-diphenylpropylamine). RXN SMILES: ClC(Cl)(Cl)[C:3]([C:5]1[N:14]2[C:8]([CH2:9][N:10]([C:19]([C:21]3[CH:26]=[CH:25][C:24]([C:27]4[CH:32]=[CH:31][CH:30]=[CH:29][C:28]=4[CH3:33])=[C:23]([O:34][CH3:35])[CH:22]=3)=[O:20])[C:11]3[CH:18]=[CH:17][CH:16]=[CH:15][C:12]=3[CH2:13]2)=[CH:7][CH:6]=1)=[O:4].[C:38]1([CH:44]([C:48]2[CH:53]=[CH:52][CH:51]=[CH:50][CH:49]=2)[CH2:45][CH2:46][NH2:47])[CH:43]=[CH:42][CH:41]=[CH:40][CH:39]=1>>[C:48]1([CH:44]([C:38]2[CH:39]=[CH:40][CH:41]=[CH:42][CH:43]=2)[CH2:45][CH2:46][NH:47][C:3]([C:5]2[N:14]3[C:8]([CH2:9][N:10]([C:19]([C:21]4[CH:26]=[CH:25][C:24]([C:27]5[CH:32]=[CH:31][CH:30]=[CH:29][C:28]=5[CH3:33])=[C:23]([O:34][CH3:35])[CH:22]=4)=[O:20])[C:11]4[CH:18]=[CH:17][CH:16]=[CH:15][C:12]=4[CH2:13]3)=[CH:7][CH:6]=2)=[O:4])[CH:49]=[CH:50][CH:51]=[CH:52][CH:53]=1. Procedure: The title compound was prepared in the manner of Example 36 from 2,2,2-trichloro-1-{10-[(2-methoxy-2′-methyl-1,1′-biphenyl-4-yl)carbonyl]-10,11-dihydro-5H-pyrrolo[2,1-c][1,4]benzodiazepin-3-yl}ethanone of Example 35 and 3,3-diphenylpropylamine. Purification was performed using HPLC with a normal phase column by eluting with a two phase solvent system (A=hexane, B=dichloromethane/methanol, 4:1), m.p. 214° C.; MS [(+)ESI, m/z]: 644 [M+H]+